Task: describe an organic reaction: reactants, conditions, products, and yield. Dataset: the Open Reaction Database (ORD), a public repository of structured organic reaction records Starting materials: COC1=C(C(=CC=C1)OC)O (2,6-dimethoxyphenol), C=O (formalin), [OH-].[Na+] (sodium hydroxide), S(O)(O)(=O)=O (sulfuric acid). Product: COC1=C(C(=CC(=C1)CO)OC)O (2,6-dimethoxy-4-(hydroxymethyl)phenol). As a reaction SMILES: [CH3:1][O:2][C:3]1[CH:8]=[CH:7][CH:6]=[C:5]([O:9][CH3:10])[C:4]=1[OH:11].[CH2:12]=[O:13].[OH-].[Na+].S(=O)(=O)(O)O>>[CH3:10][O:9][C:5]1[CH:6]=[C:7]([CH2:12][OH:13])[CH:8]=[C:3]([O:2][CH3:1])[C:4]=1[OH:11] |f:2.3|. Reported procedure: 310 g of 2,6-dimethoxyphenol, 300 g of 38 wt% formalin, and 810 g of 10% wt% aqueous sodium hydroxide were reacted for 60 hours at 25° C. under a pressure of 0 kg/cm2 -G, the reaction mixture was and then neutralized with sulfuric acid, to obtain 80 g of 2,6-dimethoxy-4-(hydroxymethyl)phenol. (Yield: 22 mol%) 25 g of the obtained 2,6-dimethoxy-4-(hydroxymethyl)phenol was reacted in 320 ml of methanol in the presence of 0.375 wt% of platinum-alumina catalyst and hydrogen for 4 hours at 200° C. at... The reactants are NC(=O)COc1ccc(S(=O)(=O)Cl)cc1OCC(N)=O, Cc1c(OCC(F)(F)F)ccnc1CS(=O)c1nc2ccccc2[nH]1, CC#N. The product is Cc1c(OCC(F)(F)F)ccnc1CS(=O)c1nc2ccccc2n1S(=O)(=O)c1ccc(OCC(N)=O)c(OCC(N)=O)c1. As a reaction SMILES: [C:26]([NH2:27])(=[O:28])[CH2:29][O:30][c:31]1[cH:32][c:33]([S:42](=[O:43])(=[O:44])[Cl:45])[cH:34][cH:35][c:36]1[O:37][CH2:38][C:39]([NH2:40])=[O:41].[CH3:1][c:2]1[c:3]([CH2:14][S:15](=[O:16])[c:17]2[n:18][c:19]3[c:20]([nH:21]2)[cH:22][cH:23][cH:24][cH:25]3)[n:4][cH:5][cH:6][c:7]1[O:8][CH2:9][C:10]([F:11])([F:12])[F:13].[CH3:46][C:47]#[N:48]>>[CH3:1][c:2]1[c:3]([CH2:14][S:15](=[O:16])[c:17]2[n:18][c:19]3[c:20]([n:21]2[S:42]([c:33]2[cH:32][c:31]([O:30][CH2:29][C:26]([NH2:27])=[O:28])[c:36]([O:37][CH2:38][C:39]([NH2:40])=[O:41])[cH:35][cH:34]2)(=[O:43])=[O:44])[cH:22][cH:23][cH:24][cH:25]3)[n:4][cH:5][cH:6][c:7]1[O:8][CH2:9][C:10]([F:11])([F:12])[F:13]. Starting materials: C(C)[Al](CC)CC (triethylaluminum), C=CCCCCCCC=C (1,9-decadiene), C=CC (Propylene), CC1=C(C(=C(C2=C1COC2=O)O[C@H]3[C@@H]([C@H]([C@@H]([C@H](O3)C(=O)O)O)O)O)C/C=C(\C)/CCC(=O)O)OC (MPaG), metallocene. Run in CCCCCC (n-hexane), CO (methanol). Reaction conditions: time 5 minute. Product: C=CC.C=CCCCCCCC=C (propylene 1,9-decadiene). Reaction SMILES: C([Al](CC)CC)C.[CH2:8]=[CH:9][CH2:10]CCCCCC=C.C=CC.[CH3:21][C:22]1C2COC(=O)C=2C(O[C@@H]2O[C@H](C(O)=O)[C@@H](O)[C@H](O)[C@H]2O)=[C:24]([CH2:45]/[CH:46]=[C:47](/[CH2:49][CH2:50][C:51](O)=O)\C)[C:23]=1OC>CO.CCCCCC>[CH2:8]=[CH:9][CH3:10].[CH2:21]=[CH:22][CH2:23][CH2:24][CH2:45][CH2:46][CH2:47][CH2:49][CH:50]=[CH2:51] |f:6.7|. Procedure details: An autoclave reactor having a volume content of 50 liters which was sufficiently substituted with nitrogen was charged in order with 20 liters of n-hexane, 12.5 mmol of triethylaluminum and 82 mmol of 1,9-decadiene and stirred for 5 minutes. Then, 3.3 g of the pre-activated metallocene supported catalyst prepared above was added, and a temperature of the reactor was elevated to 60° C. Propylene was fed so that a pressure of the reactor became a fixed pressure of 1 MPaG and reacted for 2 hours. A...